From a dataset of the Open Reaction Database (ORD), a public repository of structured organic reaction records. describe an organic reaction: reactants, conditions, products, and yield Starting materials: C(C)(=O)C=1C(=C(C2=C(N=C(O2)C)C1C)OCCC(C)C1=CC=C(C=C1)F)OCCC1=NC=CC=C1 (5-Acetyl-7-[3-(4-fluorophenyl)butoxy]-2,4-dimethyl-6-(2-pyridin-2-yl-ethoxy)-benzooxazole), OO (H2O2). The solvent is C(C)(=O)O (acetic acid). Run at temperature 100 celsius. Product: C(C)(=O)C=1C(=C(C2=C(N=C(O2)C)C1C)OCCC(C)C1=CC=C(C=C1)F)OCCC1=[N+](C=CC=C1)[O-] (2-(2-(5-acetyl-7-(3-(4-fluorophenyl)butoxy)-2,4-dimethylbenzo[d]oxazol-6-yloxy)ethyl)pyridine 1-oxide). As a reaction SMILES: [C:1]([C:4]1[C:5]([O:27][CH2:28][CH2:29][C:30]2[CH:35]=[CH:34][CH:33]=[CH:32][N:31]=2)=[C:6]([O:15][CH2:16][CH2:17][CH:18]([C:20]2[CH:25]=[CH:24][C:23]([F:26])=[CH:22][CH:21]=2)[CH3:19])[C:7]2[O:11][C:10]([CH3:12])=[N:9][C:8]=2[C:13]=1[CH3:14])(=[O:3])[CH3:2].[OH:36]O>C(O)(=O)C>[C:1]([C:4]1[C:5]([O:27][CH2:28][CH2:29][C:30]2[CH:35]=[CH:34][CH:33]=[CH:32][N+:31]=2[O-:36])=[C:6]([O:15][CH2:16][CH2:17][CH:18]([C:20]2[CH:21]=[CH:22][C:23]([F:26])=[CH:24][CH:25]=2)[CH3:19])[C:7]2[O:11][C:10]([CH3:12])=[N:9][C:8]=2[C:13]=1[CH3:14])(=[O:3])[CH3:2]. Procedure details: To a stirred solution of Example 8) (24 mg, 0.05 mmol) in acetic acid (0.5 mL) at room temperature was added H2O2 (30% aq.) and the solution heated to 100° C. for 23 h. The acetic acid was removed in vacuo and the brown oil partitioned between NaHCO3 (20 mL) and EtOAc (20 mL). The aqueous phase (pH=10) was extracted with EtOAc (2×10 mL). The combined extracts were dried (MgSO4) and concentrated in vacuo. The product was purified by column chromatography (silica gel, hexane/Et2O (1:4) to Et2O to ...